Dataset: the Open Reaction Database (ORD), a public repository of structured organic reaction records. Task: describe an organic reaction: reactants, conditions, products, and yield The reactants are C([O-])([O-])=O.[K+].[K+] (potassium carbonate), C(\C=C\C(=O)O)(=O)O (fumaric acid), N1CC(CCC1)CC=1SC2=C(N1)C=1C=CC=CC1C2 (2-(3-piperidylmethyl)-8H-indeno[1,2-d]thiazole). Solvent: O (water), C(Cl)(Cl)Cl (chloroform), C(C)#N (acetonitrile), C(=O)O (formic acid), C=O (formaldehyde). Conditions: temperature 90 celsius, time 30 minute. Yields the product C(\C=C\C(=O)O)(=O)O.CN1CC(CCC1)CC=1SC2=C(N1)C=1C=CC=CC1C2 (2-[(1-methyl-3-piperidyl)methyl]-8H-indeno[1,2-d]thiazole fumarate). As a reaction SMILES: [NH:1]1[CH2:6][CH2:5][CH2:4][CH:3]([CH2:7][C:8]2[S:9][C:10]3[CH2:19][C:18]4[CH:17]=[CH:16][CH:15]=[CH:14][C:13]=4[C:11]=3[N:12]=2)[CH2:2]1.[C:20](=O)([O-])[O-].[K+].[K+].[C:26]([OH:33])(=[O:32])/[CH:27]=[CH:28]/[C:29]([OH:31])=[O:30]>C(O)=O.C=O.O.C(Cl)(Cl)Cl.C(#N)C>[C:26]([OH:33])(=[O:32])/[CH:27]=[CH:28]/[C:29]([OH:31])=[O:30].[CH3:20][N:1]1[CH2:6][CH2:5][CH2:4][CH:3]([CH2:7][C:8]2[S:9][C:10]3[CH2:19][C:18]4[CH:17]=[CH:16][CH:15]=[CH:14][C:13]=4[C:11]=3[N:12]=2)[CH2:2]1 |f:1.2.3,10.11|. Procedure details: In 0.13 ml of formic acid and 0.3 ml of a 35% aqueous formaldehyde solution, 94 mg of 2-(3-piperidylmethyl)-8H-indeno[1,2-d]thiazole was dissolved, followed by heating at 90° C. for 14 hours. The reaction mixture was diluted with water and chloroform, followed by the addition of potassium carbonate to adjust the pH of the aqueous layer to about 8. An organic layer was separated, and the resulting aqueous layer was extracted twice with chloroform. The organic layers were combined and washed with ... The reactants are [N+](=O)([O-])[O-].[Ni+2].[N+](=O)([O-])[O-] (nickel nitrate), [N+](=O)([O-])[O-].[Co+2].[N+](=O)([O-])[O-] (cobalt nitrate), [N+](=O)([O-])[O-].[Al+3].[N+](=O)([O-])[O-].[N+](=O)([O-])[O-] (aluminum nitrate), N (ammonia), [OH-].[Na+] (sodium hydroxide), N (ammonia). Conditions: time 48 hour. Product: [OH-].[Al+3].[Co+2].[Ni+2].[OH-].[OH-].[OH-].[OH-].[OH-].[OH-] (nickel cobalt aluminum hydroxide). RXN SMILES: [N+]([O-])([O-])=[O:2].[Ni+2:5].[N+]([O-])([O-])=[O:7].[N+]([O-])([O-])=[O:11].[Co+2:14].[N+]([O-])([O-])=[O:16].[N+]([O-])([O-])=O.[Al+3:23].[N+]([O-])([O-])=O.[N+]([O-])([O-])=O.N.[OH-:33].[Na+]>>[OH-:2].[Al+3:23].[Co+2:14].[Ni+2:5].[OH-:7].[OH-:11].[OH-:16].[OH-:33].[OH-:2].[OH-:2] |f:0.1.2,3.4.5,6.7.8.9,11.12,13.14.15.16.17.18.19.20.21.22|. Procedure details: In this way, the reaction was conducted for 48 hours while continuously adding the aqueous solution of mixture of nickel nitrate, cobalt nitrate and aluminum nitrate, the aqueous ammonia and the aqueous solution of sodium hydroxide to the reactor. During the reaction, the concentration of ammonia in the reaction mixture (slurry) in the reactor was kept within a range from 1.0 to 1.3 mol/L and the reaction temperature was kept at 30° C.±1° C. with a temperature controller, After the completion of... Reactants: ClC1=CC=CC2=C1N(C(=N2)[C@H]2CN(CCC2)C(C[C@@H](CC2=CC1=CC=CC=C1C=C2)NC(OC(C)(C)C)=O)=O)CCCOC (tert-Butyl (R)-4-((R)-3-(7-chloro-1-(3-methoxypropyl)-1H-benzo[d]imidazol-2-yl)piperidin-1-yl)-1-(naphthalen-2-yl)-4-oxobutan-2-ylcarbamate), crude oil, ClCCl (Dichloromethane), FC(C(=O)O)(F)F (trifluoroacetic acid), resultant solution, resultant solution. Solvent: CC#N (CH3CN), CO (methanol), O (water). Product: N[C@@H](CC(=O)N1C[C@@H](CCC1)C1=NC2=C(N1CCCOC)C(=CC=C2)Cl)CC2=CC1=CC=CC=C1C=C2 ((R)-3-Amino-1((R)-3-(7-chloro-1-(3-methoxypropyl)-1H-benzo[d]imidazol-2-yl)piperidin-1-yl)-4-(naphthalen-2-yl)butan-1-one), FC(C(=O)O)(F)F (trifluoroacetic acid). RXN SMILES: [Cl:1][C:2]1[C:7]2[N:8]([CH2:40][CH2:41][CH2:42][O:43][CH3:44])[C:9]([C@@H:11]3[CH2:16][CH2:15][CH2:14][N:13]([C:17](=[O:39])[CH2:18][C@H:19]([NH:31]C(=O)OC(C)(C)C)[CH2:20][C:21]4[CH:30]=[CH:29][C:28]5[C:23](=[CH:24][CH:25]=[CH:26][CH:27]=5)[CH:22]=4)[CH2:12]3)=[N:10][C:6]=2[CH:5]=[CH:4][CH:3]=1.ClCCl.[F:48][C:49]([F:54])([F:53])[C:50]([OH:52])=[O:51]>CO.CC#N.O>[NH2:31][C@H:19]([CH2:20][C:21]1[CH:30]=[CH:29][C:28]2[C:23](=[CH:24][CH:25]=[CH:26][CH:27]=2)[CH:22]=1)[CH2:18][C:17]([N:13]1[CH2:14][CH2:15][CH2:16][C@@H:11]([C:9]2[N:8]([CH2:40][CH2:41][CH2:42][O:43][CH3:44])[C:7]3[C:2]([Cl:1])=[CH:3][CH:4]=[CH:5][C:6]=3[N:10]=2)[CH2:12]1)=[O:39].[F:48][C:49]([F:54])([F:53])[C:50]([OH:52])=[O:51]. Reported procedure: tert-Butyl (R)-4-((R)-3-(7-chloro-1-(3-methoxypropyl)-1H-benzo[d]imidazol-2-yl)piperidin-1-yl)-1-(naphthalen-2-yl)-4-oxobutan-2-ylcarbamate (0.111 mmol max, crude oil from Step F) was added to a 10 mL round-bottomed flask equipped for stirring under nitrogen. Dichloromethane (1 mL) and trifluoroacetic acid (1 mL) were then added and the resultant solution was allowed to stir under nitrogen for 4 HR. The solvent was removed in-vacuo affording a clear colored oil. This oil was re-dissolved in meth... Starting materials: [Br-], Brc1cccc(C2OCCO2)n1, C1CCOC1, [Mg+]C1CC1, [Cl-], [Cl-], [Zn+2], c1ccc(P(c2ccccc2)(c2ccccc2)[Pd](P(c2ccccc2)(c2ccccc2)c2ccccc2)(P(c2ccccc2)(c2ccccc2)c2ccccc2)P(c2ccccc2)(c2ccccc2)c2ccccc2)cc1. The product is c1cc(C2CC2)nc(C2OCCO2)c1. Reaction SMILES: [Br-:1].[Br:6][c:7]1[n:8][c:9]([CH:13]2[O:14][CH2:15][CH2:16][O:17]2)[cH:10][cH:11][cH:12]1.[CH2:18]1[O:19][CH2:20][CH2:21][CH2:22]1.[CH:2]1([Mg+:5])[CH2:3][CH2:4]1.[Cl-:23].[Cl-:25].[Zn+2:24].[cH:26]1[cH:27][cH:28][c:29]([P:30]([Pd:31]([P:32]([c:33]2[cH:34][cH:35][cH:36][cH:37][cH:38]2)([c:39]2[cH:40][cH:41][cH:42][cH:43][cH:44]2)[c:45]2[cH:46][cH:47][cH:48][cH:49][cH:50]2)([P:51]([c:52]2[cH:53][cH:54][cH:55][cH:56][cH:57]2)([c:58]2[cH:59][cH:60][cH:61][cH:62][cH:63]2)[c:64]2[cH:65][cH:66][cH:67][cH:68][cH:69]2)[P:70]([c:71]2[cH:72][cH:73][cH:74][cH:75][cH:76]2)([c:77]2[cH:78][cH:79][cH:80][cH:81][cH:82]2)[c:83]2[cH:84][cH:85][cH:86][cH:87][cH:88]2)([c:89]2[cH:90][cH:91][cH:92][cH:93][cH:94]2)[c:95]2[cH:96][cH:97][cH:98][cH:99][cH:100]2)[cH:101][cH:102]1>>[CH:2]1([c:7]2[n:8][c:9]([CH:13]3[O:14][CH2:15][CH2:16][O:17]3)[cH:10][cH:11][cH:12]2)[CH2:3][CH2:4]1. Reactants: [Li]C(C)(C)C, C1CCOC1, CCCCC, CC1(C)COC(c2ccccc2F)=N1. Yields the product CC1(C)COC(c2ccccc2C(C)(C)C)=N1. RXN SMILES: [C:1]([CH3:2])([CH3:3])([CH3:4])[Li:5].[CH2:25]1[O:26][CH2:27][CH2:28][CH2:29]1.[CH3:6][CH2:7][CH2:8][CH2:9][CH3:10].[F:11][c:12]1[c:13]([C:18]2=[N:22][C:21]([CH3:23])([CH3:24])[CH2:20][O:19]2)[cH:14][cH:15][cH:16][cH:17]1>>[C:1]([CH3:2])([CH3:3])([CH3:4])[c:12]1[c:13]([C:18]2=[N:22][C:21]([CH3:23])([CH3:24])[CH2:20][O:19]2)[cH:14][cH:15][cH:16][cH:17]1. Reported procedure: A solution of 4-nitrobenzyl 7-amino-2-methoxy-3-cephem-4-carboxylate hydrochloride (2.0 g.), trimethylsilylacetamide (2.0 g.) and 2,6-lutidine (0.58 ml.) in dry ethyl acetate (60 ml.) and a solution of dimethylformamide (0.51 ml.), phosphoryl chloride (0.60 ml.) and 2-(2-formamido-5-bromothiazol-4-yl)-2-methoxyiminoacetic acid (syn isomer, 1.7 g.) in dry ethyl acetate (11.7 ml.) were treated in a similar manner to that of Example 1-(1) to give 4-nitrobenzyl 7-[2-(2-formamido-5-bromothiazol-4-yl)... The solvent is C(C)(=O)OCC (ethyl acetate), C(C)(=O)OCC (ethyl acetate), CN(C=O)C (dimethylformamide). Reaction SMILES: Cl.[NH2:2][CH:3]1[C:25](=[O:26])[N:5]2[C:6]([C:12]([O:14][CH2:15][C:16]3[CH:21]=[CH:20][C:19]([N+:22]([O-:24])=[O:23])=[CH:18][CH:17]=3)=[O:13])=[CH:7][CH:8]([O:10][CH3:11])[S:9][C@H:4]12.C[Si](CC(N)=O)(C)C.N1C(C)=CC=CC=1C.P(Cl)(Cl)(Cl)=O.[CH:48]([NH:50][C:51]1[S:52][C:53]([Br:63])=[C:54]([C:56](=[N:60][O:61][CH3:62])[C:57](O)=[O:58])[N:55]=1)=[O:49]>C(OCC)(=O)C.CN(C)C=O>[CH:48]([NH:50][C:51]1[S:52][C:53]([Br:63])=[C:54]([C:56](=[N:60][O:61][CH3:62])[C:57]([NH:2][CH:3]2[C:25](=[O:26])[N:5]3[C:6]([C:12]([O:14][CH2:15][C:16]4[CH:17]=[CH:18][C:19]([N+:22]([O-:24])=[O:23])=[CH:20][CH:21]=4)=[O:13])=[CH:7][CH:8]([O:10][CH3:11])[S:9][C@H:4]23)=[O:58])[N:55]=1)=[O:49] |f:0.1|. Yield: 88.9%. Reactants: Cl.NC1[C@@H]2N(C(=CC(S2)OC)C(=O)OCC2=CC=C(C=C2)[N+](=O)[O-])C1=O (4-nitrobenzyl 7-amino-2-methoxy-3-cephem-4-carboxylate hydrochloride), C[Si](C)(C)CC(=O)N (trimethylsilylacetamide), N1=C(C=CC=C1C)C (2,6-lutidine), P(=O)(Cl)(Cl)Cl (phosphoryl chloride), C(=O)NC=1SC(=C(N1)C(C(=O)O)=NOC)Br (2-(2-formamido-5-bromothiazol-4-yl)-2-methoxyiminoacetic acid). Product: C(=O)NC=1SC(=C(N1)C(C(=O)NC1[C@@H]2N(C(=CC(S2)OC)C(=O)OCC2=CC=C(C=C2)[N+](=O)[O-])C1=O)=NOC)Br (4-nitrobenzyl 7-[2-(2-formamido-5-bromothiazol-4-yl)-2-methoxyiminoacetamido]-2-methoxy-3-cephem-4-carboxylate).